describe an organic reaction: reactants, conditions, products, and yield From a dataset of the Open Reaction Database (ORD), a public repository of structured organic reaction records. The reactants are [N+](=O)([O-])C=C(NCCSCC1=NOC=C1)SC (1-nitro-2-methylthio-2-[2-(3-isoxazolylmethylthio)ethylamino]ethylene), Example 31 ( ii ), C(C)N (ethylamine). Yields the product [N+](=O)([O-])C=C(NCCSCC1=NOC=C1)NCC (1-Nitro-2-ethylamino-2-[2-(3-isoxazolylmethylthio)ethylamino]ethylene). As a reaction SMILES: [N+:1]([CH:4]=[C:5](SC)[NH:6][CH2:7][CH2:8][S:9][CH2:10][C:11]1[CH:15]=[CH:14][O:13][N:12]=1)([O-:3])=[O:2].[CH2:18]([NH2:20])[CH3:19]>>[N+:1]([CH:4]=[C:5]([NH:20][CH2:18][CH3:19])[NH:6][CH2:7][CH2:8][S:9][CH2:10][C:11]1[CH:15]=[CH:14][O:13][N:12]=1)([O-:3])=[O:2]. Procedure details: Reaction of 1-nitro-2-methylthio-2-[2-(3-isoxazolylmethylthio)ethylamino]ethylene (see Example 31 (ii) with ethylamine by the procedure of example 8(ii) gives the title product. Yields the product ClC=1C=C(C=CC1)CC(=O)NN1C(C2=CC=CC=C2C(=N1)C1=CC=C(C=C1)Cl)=O (2-(3-chlorophenyl)-N-[4-(4-chlorophenyl)-1-oxophthalazin-2(1H)-yl]acetamide). Reactants: NN1C(C2=CC=CC=C2C(=N1)C1=CC=C(C=C1)Cl)=O (2-amino-4-(4-chlorophenyl)phthalazin-1(2H)-one), ClC=1C=C(C=CC1)CC(=O)O (2-(3-chlorophenyl)acetic acid). Procedure: The product of Example 86A and 2-(3-chlorophenyl)acetic acid were treated using a method similar to that described in Example 57 to give the title compound. 1H NMR (500 MHz, DMSO-d6/Deuterium Oxide) δ ppm 8.41-8.43 (m, 1H), 7.93-8.04 (m, 2H), 7.72-7.75 (m, 1H), 7.62-7.66 (m, 4H), 7.47 (t, J=1.8 Hz, 1H), 7.31-7.42 (m, 3H), 3.74 (s, 2H); MS (ESI−) M/Z 422 (M−H)−. As a reaction SMILES: [NH2:1][N:2]1[N:11]=[C:10]([C:12]2[CH:17]=[CH:16][C:15]([Cl:18])=[CH:14][CH:13]=2)[C:9]2[C:4](=[CH:5][CH:6]=[CH:7][CH:8]=2)[C:3]1=[O:19].[Cl:20][C:21]1[CH:22]=[C:23]([CH2:27][C:28](O)=[O:29])[CH:24]=[CH:25][CH:26]=1>>[Cl:20][C:21]1[CH:22]=[C:23]([CH2:27][C:28]([NH:1][N:2]2[N:11]=[C:10]([C:12]3[CH:17]=[CH:16][C:15]([Cl:18])=[CH:14][CH:13]=3)[C:9]3[C:4](=[CH:5][CH:6]=[CH:7][CH:8]=3)[C:3]2=[O:19])=[O:29])[CH:24]=[CH:25][CH:26]=1. Reactants: FC(C(=O)O)(F)F (trifluoroacetic acid), C(C)(C)(C)OC(=O)N(C(=O)OC(C)(C)C)C1=NC=CC=C1C1=CC(=NO1)CC1=CC=C(C=C1)COC1=NC=CC=C1 (di-tert-butyl(3-(3-(4-((pyridin-2-yloxy)methyl)benzyl)isoxazol-5-yl)pyridin-2-yl)imidodicarbonate), O.C([O-])(O)=O.[Na+] (sodium bicarbonate water). Solvent: ClCCl (dichloromethane). Reaction conditions: time 14 hour. Yields the product N1=C(C=CC=C1)OCC1=CC=C(CC2=NOC(=C2)C=2C(=NC=CC2)N)C=C1 (3-(3-(4-(Pyridin-2-yloxymethyl)-benzyl)-isoxazol-5-yl)-pyridin-2-yl amine). RXN SMILES: C(OC([N:8]([C:16]1[C:21]([C:22]2[O:26][N:25]=[C:24]([CH2:27][C:28]3[CH:33]=[CH:32][C:31]([CH2:34][O:35][C:36]4[CH:41]=[CH:40][CH:39]=[CH:38][N:37]=4)=[CH:30][CH:29]=3)[CH:23]=2)=[CH:20][CH:19]=[CH:18][N:17]=1)C(OC(C)(C)C)=O)=O)(C)(C)C.FC(F)(F)C(O)=O.O.C(=O)(O)[O-].[Na+]>ClCCl>[N:37]1[CH:38]=[CH:39][CH:40]=[CH:41][C:36]=1[O:35][CH2:34][C:31]1[CH:32]=[CH:33][C:28]([CH2:27][C:24]2[CH:23]=[C:22]([C:21]3[C:16]([NH2:8])=[N:17][CH:18]=[CH:19][CH:20]=3)[O:26][N:25]=2)=[CH:29][CH:30]=1 |f:2.3.4|. Procedure details: To a solution of di-tert-butyl(3-(3-(4-((pyridin-2-yloxy)methyl)benzyl)isoxazol-5-yl)pyridin-2-yl)imidodicarbonate described in Preparation Example 3-1-2 (11.8 g, purity approximately 70%) and dichloromethane (120 mL) was added trifluoroacetic acid (40 mL) at 0° C. Stirring was carried out at room temperature for 14 hours. To the reaction solution was added saturated sodium bicarbonate water at 20° C or lower, extracted with ethyl acetate, and then purified by NH-silica gel column chromatography... The reactants are C(C)OC(=O)C=1C(=C2C(=CN1)SN=C2C2=C(C=CC=C2)F)O (3-(2-fluoro-phenyl)-4-hydroxy-isothiazolo[5,4-c]pyridine-5-carboxylic acid ethyl ester), NCC(=O)O (glycine). The product is FC1=C(C=CC=C1)C1=NSC2=CN=C(C(=C21)O)C(=O)NCC(=O)O ({[3-(2-Fluoro-phenyl)-4-hydroxy-isothiazolo[5,4-c]pyridine-5-carbonyl]-amino}-acetic acid). As a reaction SMILES: C(O[C:4]([C:6]1[C:7]([OH:22])=[C:8]2[C:14]([C:15]3[CH:20]=[CH:19][CH:18]=[CH:17][C:16]=3[F:21])=[N:13][S:12][C:9]2=[CH:10][N:11]=1)=[O:5])C.[NH2:23][CH2:24][C:25]([OH:27])=[O:26]>>[F:21][C:16]1[CH:17]=[CH:18][CH:19]=[CH:20][C:15]=1[C:14]1[C:8]2[C:9](=[CH:10][N:11]=[C:6]([C:4]([NH:23][CH2:24][C:25]([OH:27])=[O:26])=[O:5])[C:7]=2[OH:22])[S:12][N:13]=1. Procedure: The title compound was synthesized in analogy to Example 1 from 3-(2-fluoro-phenyl)-4-hydroxy-isothiazolo[5,4-c]pyridine-5-carboxylic acid ethyl ester and glycine: MS (m/z) 348.1 (M+1). Starting materials: ClC=1N(N=C2CCCCC12)C1=C(C=C(C(=C1)O)Cl)Cl (3-chloro-2-(2,4-dichloro-5-hydroxyphenyl)-4,5,6,7-tetrahydro-2H-indazole), O (water), [OH-].[Na+] (sodium hydroxide), ClC(F)F (chlorodifluoromethane), [OH-].[Na+] (sodium hydroxide). Run in O1CCOCC1 (dioxane). Reaction conditions: time 15 minute. Product: ClC=1N(N=C2CCCCC12)C1=C(C=C(C(=C1)OC(F)F)Cl)Cl (3-Chloro-2-(2,4-dichloro-5-difluoromethoxyphenyl)-4,5,6,7-tetrahydro-2H-indazole). Reaction SMILES: [Cl:1][C:2]1[N:3]([C:11]2[CH:16]=[C:15]([OH:17])[C:14]([Cl:18])=[CH:13][C:12]=2[Cl:19])[N:4]=[C:5]2[C:10]=1[CH2:9][CH2:8][CH2:7][CH2:6]2.O.[OH-].[Na+].Cl[CH:24]([F:26])[F:25]>O1CCOCC1>[Cl:1][C:2]1[N:3]([C:11]2[CH:16]=[C:15]([O:17][CH:24]([F:26])[F:25])[C:14]([Cl:18])=[CH:13][C:12]=2[Cl:19])[N:4]=[C:5]2[C:10]=1[CH2:9][CH2:8][CH2:7][CH2:6]2 |f:2.3|. Reported procedure: To a solution of 6.4 g of 3-chloro-2-(2,4-dichloro-5-hydroxyphenyl)-4,5,6,7-tetrahydro-2H-indazole II-1 in 12.5 ml of dioxane were added 12.5 ml of water and 6.4 g of 50% sodium hydroxide. The mixture was heated at 50°~60° C., mixed with excessive amount of chlorodifluoromethane, and heated at 50°~60° C. To the mixture was dropwise added 6.4 g of 50% sodium hydroxide respectively 2.5 hours later and 4 hours later within 15 minutes. The resulting mixture was allowed to react for 2.5 hours, cooled... The reactants are CN(N)C (N,N-dimethylhydrazine), COC(=O)C(C)N(C1=C(C=CC=C1C)C)C(CCl)=O (N-(1'-methoxycarbonyl-ethyl)-N-chloroacetyl-2,6-dimethylaniline), [OH-].[Na+] (sodium hydroxide). The solvent is C1(=CC=CC=C1)C (toluene). Run at time 96 hour. Product: COC(=O)C(C)N(C1=C(C=CC=C1C)C)C(CNN(C)C)=O (N-(1'-methoxycarbonyl-ethyl)-N-(N',N'-dimethyl-hydrazinoacetyl)-2,6-dimethylaniline). Isolated yield 25.0%. As a reaction SMILES: [CH3:1][N:2]([CH3:4])[NH2:3].[CH3:5][O:6][C:7]([CH:9]([N:11]([C:20](=[O:23])[CH2:21]Cl)[C:12]1[C:17]([CH3:18])=[CH:16][CH:15]=[CH:14][C:13]=1[CH3:19])[CH3:10])=[O:8].[OH-].[Na+]>C1(C)C=CC=CC=1>[CH3:5][O:6][C:7]([CH:9]([N:11]([C:20](=[O:23])[CH2:21][NH:3][N:2]([CH3:4])[CH3:1])[C:12]1[C:17]([CH3:18])=[CH:16][CH:15]=[CH:14][C:13]=1[CH3:19])[CH3:10])=[O:8] |f:2.3|. Procedure details: 18 g (0.3 mol) of N,N-dimethylhydrazine is added at room temperature to 28.4 g (0.1 mol) of N-(1'-methoxycarbonyl-ethyl)-N-chloroacetyl-2,6-dimethylaniline in 150 ml of toluene. The reaction mixture is then stirred at 50°-60° C. for 96 hours. After cooling to room temperature, there is added about 100 ml of 1 N sodium hydroxide solution, and the organic phase is separated. The aqueous solution is extracted with toluene, the toluene solutions are combined, and washed once with water. After being ... The solvent is CO (methanol). Procedure details: SLA 07194A was prepared in accordance with method D using pyridine-4-carbaldehyde (1.14 mL, 9.52 mmol), KOH (0.54 g, 9.60 mmol) in methanol (5 mL) and N,N-diethyl-2-isocyanoacetamide SLA 07184A (1.21 g, 8.65 mmol). After work-up and column chromatography on florisil (ethyl acetate) trans-N,N-diethyl-4,5-dihydro-5-(pyridin-4-yl)oxazole-4-carboxamide SLA 07194A was obtained as a brown oil (0.25 g, 12% yield). Isolated yield 12.0%. As a reaction SMILES: [N:1]1[CH:6]=[CH:5][C:4]([CH:7]=[O:8])=[CH:3][CH:2]=1.[OH-].[K+].[CH2:11]([N:13]([CH2:19][CH3:20])[C:14](=[O:18])[CH2:15][N+:16]#[C-:17])[CH3:12]>CO>[CH2:11]([N:13]([CH2:19][CH3:20])[C:14]([C@H:15]1[C@H:7]([C:4]2[CH:5]=[CH:6][N:1]=[CH:2][CH:3]=2)[O:8][CH:17]=[N:16]1)=[O:18])[CH3:12] |f:1.2|. Yields the product C(C)N(C(=O)[C@@H]1N=CO[C@H]1C1=CC=NC=C1)CC (trans-N,N-Diethyl-4,5-dihydro-5-(pyridin-4-yl)oxazole-4-carboxamide), oil. Reactants: C(C)N(C(C[N+]#[C-])=O)CC (N,N-diethyl-2-isocyanoacetamide), C(C)N(C(C[N+]#[C-])=O)CC (N,N-Diethyl-2-isocyanoacetamide), N1=CC=C(C=C1)C=O (pyridine-4-carbaldehyde), [OH-].[K+] (KOH). Starting materials: ClC=1C=C(C(=O)OC)C=CN1 (Methyl 2-chloroisonicotinate), [Cl-].FC=1C=C(C[Zn+])C=CC1 ((3-fluorobenzyl)zinc(II) chloride). The reagents and catalysts are C=1C=CC(=CC1)[P](C=2C=CC=CC2)(C=3C=CC=CC3)[Pd]([P](C=4C=CC=CC4)(C=5C=CC=CC5)C=6C=CC=CC6)([P](C=7C=CC=CC7)(C=8C=CC=CC8)C=9C=CC=CC9)[P](C=1C=CC=CC1)(C=1C=CC=CC1)C=1C=CC=CC1 (Pd(PPh3)4). Solvent: C1CCOC1 (THF). Reaction conditions: temperature 60 celsius, time 4 hour. Yields the product FC=1C=C(CC=2C=C(C(=O)OC)C=CN2)C=CC1 (methyl 2-(3-fluorobenzyl)isonicotinate). The yield is 84.5%. As a reaction SMILES: Cl[C:2]1[CH:3]=[C:4]([CH:9]=[CH:10][N:11]=1)[C:5]([O:7][CH3:8])=[O:6].[Cl-].[F:13][C:14]1[CH:15]=[C:16]([CH:19]=[CH:20][CH:21]=1)[CH2:17][Zn+]>C1COCC1.C1C=CC([P]([Pd]([P](C2C=CC=CC=2)(C2C=CC=CC=2)C2C=CC=CC=2)([P](C2C=CC=CC=2)(C2C=CC=CC=2)C2C=CC=CC=2)[P](C2C=CC=CC=2)(C2C=CC=CC=2)C2C=CC=CC=2)(C2C=CC=CC=2)C2C=CC=CC=2)=CC=1>[F:13][C:14]1[CH:15]=[C:16]([CH:19]=[CH:20][CH:21]=1)[CH2:17][C:2]1[CH:3]=[C:4]([CH:9]=[CH:10][N:11]=1)[C:5]([O:7][CH3:8])=[O:6] |f:1.2,^1:30,32,51,70|. Reported procedure: Methyl 2-chloroisonicotinate (5.6 g, 32.64 mmol) and Pd(PPh3)4 (0.754 g, 0.65 mmol) were dissolved in THF (100 mL) under nitrogen and (3-fluorobenzyl)zinc(II) chloride (0.5 M in THF) (100 mL, 50.00 mmol) was added. The brown solution was stirred at 60° C. for 4 h. The reaction was quenched by addition of methanol (50 mL), diluted with EtOAc and washed with NH4Cl. The organic layer was dried over Na2SO4, filtered and evaporated to yield a yellow oil. The compound was purified in 2 runs via Biotag... Starting materials: CCOC(C)=O, CS(C)=O, [K+], ClCc1ccc(Oc2ccccc2)cc1, [OH-], O=C1CC(O)CN1. Yields the product O=C1CC(O)CN1Cc1ccc(Oc2ccccc2)cc1. Reaction SMILES: [CH3:25][CH2:26][O:27][C:28](=[O:29])[CH3:30].[CH3:31][S:32]([CH3:33])=[O:34].[K+:24].[O:8]([c:9]1[cH:10][cH:11][cH:12][cH:13][cH:14]1)[c:15]1[cH:16][cH:17][c:18]([CH2:19][Cl:20])[cH:21][cH:22]1.[OH-:23].[OH:1][CH:2]1[CH2:3][C:4](=[O:7])[NH:5][CH2:6]1>>[OH:1][CH:2]1[CH2:3][C:4](=[O:7])[N:5]([CH2:19][c:18]2[cH:17][cH:16][c:15]([O:8][c:9]3[cH:10][cH:11][cH:12][cH:13][cH:14]3)[cH:22][cH:21]2)[CH2:6]1.